This data is from the Open Reaction Database (ORD), a public repository of structured organic reaction records. The task is: describe an organic reaction: reactants, conditions, products, and yield Starting materials: O (water), C(C)(C)C(=O)C (methyl isopropyl ketone), ClC(C(=O)OC(C)(C)C)Cl (tert.-butyl dichloroacetate), potassium tert.-butylate. Run in O1CCCC1 (tetrahydrofuran). Run at time 2 hour. Yields the product ClC1(C(=O)OC(C)(C)C)C(C)(C(C)C)O1 (tert.-butyl 2-chloro-2,3-epoxy-3-isopropyl-butanoate). The yield is 98.2%. Reaction SMILES: [CH:1]([C:4]([CH3:6])=[O:5])([CH3:3])[CH3:2].Cl[CH:8]([Cl:16])[C:9]([O:11][C:12]([CH3:15])([CH3:14])[CH3:13])=[O:10].O>O1CCCC1>[Cl:16][C:8]1([O:5][C:4]1([CH:1]([CH3:3])[CH3:2])[CH3:6])[C:9]([O:11][C:12]([CH3:13])([CH3:14])[CH3:15])=[O:10]. Procedure details: A solution of 122 g of potassium tert.-butylate in 720 ml of tetrahydrofuran was added with stirring under an inert atmosphere at -20°C to a mixture of 95 g of methyl isopropyl ketone and 185 g of tert.-butyl dichloroacetate and the mixture was allowed to return to room temperature and was stirred for 2 hours. The mixture was poured into iced water and stirred after which the organic phase was removed, washed with aqueous sodium chloride solution and dried over magnesium sulfate. After passing t... The reactants are Cl (HCl), I[As](C(F)(F)F)C(F)(F)F (iodo bis-trifluoromethylarsine), trifluoromethyl arsine hydrides, tris-trifluoromethyl arsenic iodides, Cl (hydrochloric acid). Reagents/catalysts: [Zn] (zinc), [Zn] (zinc). Solvent: O (water). Yields the product FC(F)(F)[AsH]C(F)(F)F (bistrifluoromethylarsine). The yield is 43.1%. As a reaction SMILES: Cl.I[As:3]([C:8]([F:11])([F:10])[F:9])[C:4]([F:7])([F:6])[F:5]>[Zn].O>[F:5][C:4]([AsH:3][C:8]([F:11])([F:10])[F:9])([F:7])[F:6]. Procedure: The trifluoromethyl arsine hydrides can be made via direct reaction of the tris-trifluoromethyl arsenic iodides with zinc and hydrochloric acid. For instance, 10 g of zinc, 10 ml of water, and 15 ml of 5N HCl are shaken with 3.80 g of iodo bis-trifluoromethylarsine to give 1.03 g of bistrifluoromethylarsine (b.p. 19° C.), a 43% yield. Trifluoromethylarsine can be made by a similar method (b.p. -12.5° C.). Starting materials: CCOC(C)=O, CC(C)(C)OC(=O)N1CCN(c2nc(-c3cccc(Cl)c3)cs2)CC1, Cl. Yields the product Clc1cccc(-c2csc(N3CCNCC3)n2)c1. As a reaction SMILES: [CH3:27][CH2:28][O:29][C:30](=[O:31])[CH3:32].[Cl:2][c:3]1[cH:4][c:5](-[c:9]2[n:10][c:11]([N:14]3[CH2:15][CH2:16][N:17]([C:20]([O:21][C:22]([CH3:23])([CH3:24])[CH3:25])=[O:26])[CH2:18][CH2:19]3)[s:12][cH:13]2)[cH:6][cH:7][cH:8]1.[ClH:1]>>[Cl:2][c:3]1[cH:4][c:5](-[c:9]2[n:10][c:11]([N:14]3[CH2:15][CH2:16][NH:17][CH2:18][CH2:19]3)[s:12][cH:13]2)[cH:6][cH:7][cH:8]1. Reactants: [Na] (Sodium), C(C1=CC=CC=C1)O (benzyl alcohol), CCOCC (ether), alkyl, phenylalkyl, [Na] (sodium), ClC(C(=O)O)C (2-Chloropropionic acid), C(C1=CC=CC=C1)O (benzyl alcohol). Conditions: temperature 150 celsius. The product is C(C1=CC=CC=C1)OC(C(=O)O)C (2-benzyloxypropionic acid). As a reaction SMILES: CCOCC.[Na].Cl[CH:8]([CH3:12])[C:9]([OH:11])=[O:10].[CH2:13]([OH:20])[C:14]1[CH:19]=[CH:18][CH:17]=[CH:16][CH:15]=1>>[CH2:13]([O:20][CH:8]([CH3:12])[C:9]([OH:11])=[O:10])[C:14]1[CH:19]=[CH:18][CH:17]=[CH:16][CH:15]=1 |^1:5|. Procedure details: An alternate method for the preparation of ether compounds corresponding to Formula I (R=alkyl, phenylalkyl) follows. Sodium metal (about 12 g) was added cautiously to a stirred cold (ice bath) portion (250 mL) of benzyl alcohol. After most of the sodium metal had dissolved, the reaction was heated to 150° C. 2-Chloropropionic acid (27.2 g, 0.25 mole) was added dropwise in 35 mL of benzyl alcohol and the resulting mixture heated on additional 3 hours. Concentration in vacuo gave crude 2-benzylox... The reactants are CCC(C)COc1ccc(Br)cc1C#N, O=C(O)c1ccccc1, [Li]CCCC, C1CCOC1, CC(=O)O, [Li], O, O=C(O)c1ccccc1. The product is CCC(C)COc1ccc(C(=O)O)cc1C#N. RXN SMILES: [Br:1][c:2]1[cH:3][cH:4][c:5]([O:10][CH2:11][CH:12]([CH2:13][CH3:14])[CH3:15])[c:6]([C:7]#[N:8])[cH:9]1.[C:22]([c:23]1[cH:24][cH:25][cH:26][cH:27][cH:28]1)(=[O:29])[OH:30].[CH2:16]([Li:17])[CH2:18][CH2:19][CH3:20].[CH2:45]1[O:46][CH2:47][CH2:48][CH2:49]1.[CH3:41][C:42](=[O:43])[OH:44].[Li:21].[OH2:40].[OH:31][C:32]([c:33]1[cH:34][cH:35][cH:36][cH:37][cH:38]1)=[O:39]>>[c:2]1([C:22](=[O:29])[OH:30])[cH:3][cH:4][c:5]([O:10][CH2:11][CH:12]([CH2:13][CH3:14])[CH3:15])[c:6]([C:7]#[N:8])[cH:9]1. Reactants: C(#N)C1=C(C(=O)C(=C(C1=O)Cl)Cl)C#N (DDQ), O1CCOCC1 (dioxane), N1C(=NC2=C1C=CC=C2)C(=O)C2=CC=C(C=C2)OC2=NC=CN=C2C=2C(=NC=CC2)OCC2=CC=C(C=C2)OC ((1H-benzo[d]imidazol-2-yl)(4-(3-(2-(4-methoxybenzyloxy)pyridin-3-yl)pyrazin-2-yloxy)phenyl)methanone). Solvent: C(=O)(O)[O-].[Na+] (NaHCO3), C(Cl)Cl.O (DCM water). Conditions: temperature 60 celsius, time 16 hour. Product: N1C(=NC2=C1C=CC=C2)C(=O)C2=CC=C(OC=1C(=NC=CN1)C=1C(NC=CC1)=O)C=C2 (3-(3-(4-(1H-benzo[d]imidazole-2-carbonyl)phenoxy)pyrazin-2-yl)pyridin-2(1H)-one). As a reaction SMILES: [NH:1]1[C:5]2[CH:6]=[CH:7][CH:8]=[CH:9][C:4]=2[N:3]=[C:2]1[C:10]([C:12]1[CH:17]=[CH:16][C:15]([O:18][C:19]2[C:24]([C:25]3[C:26]([O:31]CC4C=CC(OC)=CC=4)=[N:27][CH:28]=[CH:29][CH:30]=3)=[N:23][CH:22]=[CH:21][N:20]=2)=[CH:14][CH:13]=1)=[O:11].C(C1C(=O)C(Cl)=C(Cl)C(=O)C=1C#N)#N.O1CCOCC1>C(Cl)Cl.O.C([O-])(O)=O.[Na+]>[NH:1]1[C:5]2[CH:6]=[CH:7][CH:8]=[CH:9][C:4]=2[N:3]=[C:2]1[C:10]([C:12]1[CH:13]=[CH:14][C:15]([O:18][C:19]2[C:24]([C:25]3[C:26](=[O:31])[NH:27][CH:28]=[CH:29][CH:30]=3)=[N:23][CH:22]=[CH:21][N:20]=2)=[CH:16][CH:17]=1)=[O:11] |f:3.4,5.6|. Reported procedure: To a suspension of (1H-benzo[d]imidazol-2-yl)(4-(3-(2-(4-methoxybenzyloxy)pyridin-3-yl)pyrazin-2-yloxy)phenyl)methanone (0.050 g, 0.094 mmol) in DCM/water in a 50 mL round bottom flask was added DDQ (0.026 g, 0.113 mmol) and dioxane (1 mL). The mixture was stirred at 60° C. for 16 h. The mixture was diluted with saturated NaHCO3 and extracted with DCM (3×25 mL). The combined organic layer was washed with saturated NaHCO3 and brine. The insoluble material was collected, washed with ethanol, filte... The reactants are CN1C(=O)CCC2(C)c3ccc(Br)cc3CCC12, Cc1ccccc1, ClC(Cl)Cl, [Na+], [Na+], O=C([O-])[O-], OB(O)c1cc2ccccc2s1. Yields the product CN1C(=O)CCC2(C)c3ccc(-c4cc5ccccc5s4)cc3CCC12. RXN SMILES: [CH3:1][N:2]1[C:3](=[O:18])[CH2:4][CH2:5][C:6]2([CH3:17])[c:7]3[c:8]([cH:12][c:13]([Br:16])[cH:14][cH:15]3)[CH2:9][CH2:10][CH:11]12.[CH3:37][c:38]1[cH:39][cH:40][cH:41][cH:42][cH:43]1.[CH:44]([Cl:45])([Cl:46])[Cl:47].[Na+:31].[Na+:32].[O-:33][C:34](=[O:35])[O-:36].[s:19]1[c:20]([B:28]([OH:29])[OH:30])[cH:21][c:22]2[c:23]1[cH:24][cH:25][cH:26][cH:27]2>>[CH3:1][N:2]1[C:3](=[O:18])[CH2:4][CH2:5][C:6]2([CH3:17])[c:7]3[c:8]([cH:12][c:13](-[c:20]4[s:19][c:23]5[c:22]([cH:21]4)[cH:27][cH:26][cH:25][cH:24]5)[cH:14][cH:15]3)[CH2:9][CH2:10][CH:11]12. The reactants are Brc1nccs1, N#Cc1cc(B(O)O)ccc1F, COCCOC, [K+], [K+], N#N, O=C([O-])[O-], O, c1ccc(P(c2ccccc2)(c2ccccc2)[Pd](P(c2ccccc2)(c2ccccc2)c2ccccc2)(P(c2ccccc2)(c2ccccc2)c2ccccc2)P(c2ccccc2)(c2ccccc2)c2ccccc2)cc1. Yields the product N#Cc1cc(-c2nccs2)ccc1F. RXN SMILES: [Br:1][c:2]1[s:3][cH:4][cH:5][n:6]1.[C:7](#[N:8])[c:9]1[cH:10][c:11]([B:16]([OH:17])[OH:18])[cH:12][cH:13][c:14]1[F:15].[CH3:104][O:105][CH2:106][CH2:107][O:108][CH3:109].[K+:19].[K+:20].[N:25]#[N:26].[O-:21][C:22]([O-:23])=[O:24].[OH2:110].[cH:27]1[cH:28][cH:29][c:30]([P:31]([Pd:32]([P:33]([c:34]2[cH:35][cH:36][cH:37][cH:38][cH:39]2)([c:40]2[cH:41][cH:42][cH:43][cH:44][cH:45]2)[c:46]2[cH:47][cH:48][cH:49][cH:50][cH:51]2)([P:52]([c:53]2[cH:54][cH:55][cH:56][cH:57][cH:58]2)([c:59]2[cH:60][cH:61][cH:62][cH:63][cH:64]2)[c:65]2[cH:66][cH:67][cH:68][cH:69][cH:70]2)[P:71]([c:72]2[cH:73][cH:74][cH:75][cH:76][cH:77]2)([c:78]2[cH:79][cH:80][cH:81][cH:82][cH:83]2)[c:84]2[cH:85][cH:86][cH:87][cH:88][cH:89]2)([c:90]2[cH:91][cH:92][cH:93][cH:94][cH:95]2)[c:96]2[cH:97][cH:98][cH:99][cH:100][cH:101]2)[cH:102][cH:103]1>>[c:2]1(-[c:11]2[cH:10][c:9]([C:7]#[N:8])[c:14]([F:15])[cH:13][cH:12]2)[s:3][cH:4][cH:5][n:6]1. The reactants are NC1=NC(=NC2=CC(=C(C=C12)OC)OC)N1CCNCC1 (4-amino-6,7-dimethoxy-2-(1-piperazinyl)-quinazoline), C(Cl)(Cl)Cl (CHCl3), C1(CCCCC1)N=C=NC1CCCCC1 (dicyclohexylcarbodiimide), C1(=CC=CC=C1)C(C(=O)O)C1=CC=CC=C1 (2,2-diphenylacetic acid). Reagents/catalysts: CN(C1=CC=NC=C1)C (4-dimethylaminopyridine). The product is Cl.NC1=NC(=NC2=CC(=C(C=C12)OC)OC)N1CCN(CC1)C(C(C1=CC=CC=C1)C1=CC=CC=C1)=O (4-Amino-6,7-dimethoxy-2-[4-(2,2-diphenylacetyl)-1-piperazinyl]-quinazoline hydrochloride). Yield: 60.0%. RXN SMILES: [NH2:1][C:2]1[C:11]2[C:6](=[CH:7][C:8]([O:14][CH3:15])=[C:9]([O:12][CH3:13])[CH:10]=2)[N:5]=[C:4]([N:16]2[CH2:21][CH2:20][NH:19][CH2:18][CH2:17]2)[N:3]=1.C1(N=C=NC2CCCCC2)CCCCC1.[C:37]1([CH:43]([C:47]2[CH:52]=[CH:51][CH:50]=[CH:49][CH:48]=2)[C:44](O)=[O:45])[CH:42]=[CH:41][CH:40]=[CH:39][CH:38]=1.C(Cl)(Cl)[Cl:54]>CN(C)C1C=CN=CC=1>[ClH:54].[NH2:1][C:2]1[C:11]2[C:6](=[CH:7][C:8]([O:14][CH3:15])=[C:9]([O:12][CH3:13])[CH:10]=2)[N:5]=[C:4]([N:16]2[CH2:21][CH2:20][N:19]([C:44](=[O:45])[CH:43]([C:37]3[CH:42]=[CH:41][CH:40]=[CH:39][CH:38]=3)[C:47]3[CH:52]=[CH:51][CH:50]=[CH:49][CH:48]=3)[CH2:18][CH2:17]2)[N:3]=1 |f:5.6|. Procedure: 2.9 g of 4-amino-6,7-dimethoxy-2-(1-piperazinyl)-quinazoline (prepared according to: J. Med. Chem. 20, 146-149 (1977)) are added in little portions, in about 10' and at room temperature, to a solution of 4.2 g dicyclohexylcarbodiimide 97% and 0.12 g of 4-dimethylaminopyridine in 60 ml CHCl3. The mixture is stirred for 10' at the same temperature and added with 2.55 g of 2,2-diphenylacetic acid and again stirred for 6 h. The residue obtained after evaporation of the solvent is purified by flash c...